This data is from the Open Reaction Database (ORD), a public repository of structured organic reaction records. The task is: describe an organic reaction: reactants, conditions, products, and yield Product: CCOC(=O)CC(O)C(C)Oc1ccc(Oc2ccc(Cl)cc2[N+](=O)[O-])cc1. As a reaction SMILES: [BH4-:29].[CH3:31][CH2:32][OH:33].[Cl:34][CH2:35][Cl:36].[N+:1](=[O:2])([O-:3])[c:4]1[c:5]([O:6][c:7]2[cH:8][cH:9][c:10]([O:11][CH:12]([C:13]([CH2:14][C:15](=[O:16])[O:17][CH2:18][CH3:19])=[O:20])[CH3:21])[cH:22][cH:23]2)[cH:24][cH:25][c:26]([Cl:28])[cH:27]1.[Na+:30]>>[N+:1](=[O:2])([O-:3])[c:4]1[c:5]([O:6][c:7]2[cH:8][cH:9][c:10]([O:11][CH:12]([CH:13]([CH2:14][C:15](=[O:16])[O:17][CH2:18][CH3:19])[OH:20])[CH3:21])[cH:22][cH:23]2)[cH:24][cH:25][c:26]([Cl:28])[cH:27]1. Starting materials: [BH4-], CCO, ClCCl, CCOC(=O)CC(=O)C(C)Oc1ccc(Oc2ccc(Cl)cc2[N+](=O)[O-])cc1, [Na+]. Starting materials: COC(C1=C(C=C(C=C1Cl)Cl)NC(C(C)C1=CC(=C(C=C1)OC)[N+](=O)[O-])=O)=O (4,6-dichloro-2-[2-(4-methoxy-3-nitro-phenyl)-propionylamino]-benzoic acid methyl ester), [Li+].C[Si](C)(C)[N-][Si](C)(C)C (LiHMDS), ClCCl (dichloromethane). The solvent is CO (methanol). Product: ClC1=C2C(C(C(NC2=CC(=C1)Cl)=O)(C)C1=CC(=C(C=C1)OC)[N+](=O)[O-])=O (5,7-dichloro-3-(4-methoxy-3-nitro-phenyl)-3-methyl-1H-quinoline-2,4-dione). The yield is 64.6%. As a reaction SMILES: C[O:2][C:3](=O)[C:4]1[C:9]([Cl:10])=[CH:8][C:7]([Cl:11])=[CH:6][C:5]=1[NH:12][C:13](=[O:27])[CH:14]([C:16]1[CH:21]=[CH:20][C:19]([O:22][CH3:23])=[C:18]([N+:24]([O-:26])=[O:25])[CH:17]=1)[CH3:15].[Li+].C[Si]([N-][Si](C)(C)C)(C)C.ClCCl>CO>[Cl:10][C:9]1[CH:8]=[C:7]([Cl:11])[CH:6]=[C:5]2[C:4]=1[C:3](=[O:2])[C:14]([C:16]1[CH:21]=[CH:20][C:19]([O:22][CH3:23])=[C:18]([N+:24]([O-:26])=[O:25])[CH:17]=1)([CH3:15])[C:13](=[O:27])[NH:12]2 |f:1.2|. Reported procedure: The objective compound was prepared by the same procedure for the example 13, using a 4,6-dichloro-2-[2-(4-methoxy-3-nitro-phenyl)-propionylamino]-benzoic acid methyl ester (0.20 g, 0.47 mmol) and LiHMDS (1.40 mmol, 1M THF solution). After normal workup, the objective compound (120 mg, 71%) was obtained as yellow solid by a flash column chromatography (dichloromethane:methanol=30:1): 1H NMR (200 MHz, DMSO-d6) δ 1.60 (s, 3H, CH3), 3.86 (s, 3H, OCH3), 7.05 (d, J=2.0 Hz, 1H, ArH), 7.29-7.37 (m, 2H,... Starting materials: CNC1=C(C=C2C(=N1)CCC2)NC(OC2=CC=CC=C2)=O (Phenyl N-(2-methylamino-6,7-dihydro-5H-cyclopenta[b]pyridin-3-yl)carbamate), COC=1C=C(C=C(C1)OC)N1CCNCC1 (1-(3,5-dimethoxyphenyl)piperazine). Product: CNC1=C(C=C2C(=N1)CCC2)NC(=O)N2CCN(CC2)C2=CC(=CC(=C2)OC)OC (1-[(2-Methylamino-6,7-dihydro-5H-cyclopenta[b]pyridin-3-yl)aminocarbonyl]-4-(3,5-dimethoxyphenyl)piperazine). The yield is 49.0%. As a reaction SMILES: [CH3:1][NH:2][C:3]1[N:8]=[C:7]2[CH2:9][CH2:10][CH2:11][C:6]2=[CH:5][C:4]=1[NH:12][C:13](=[O:21])OC1C=CC=CC=1.[CH3:22][O:23][C:24]1[CH:25]=[C:26]([N:32]2[CH2:37][CH2:36][NH:35][CH2:34][CH2:33]2)[CH:27]=[C:28]([O:30][CH3:31])[CH:29]=1>>[CH3:1][NH:2][C:3]1[N:8]=[C:7]2[CH2:9][CH2:10][CH2:11][C:6]2=[CH:5][C:4]=1[NH:12][C:13]([N:35]1[CH2:34][CH2:33][N:32]([C:26]2[CH:25]=[C:24]([O:23][CH3:22])[CH:29]=[C:28]([O:30][CH3:31])[CH:27]=2)[CH2:37][CH2:36]1)=[O:21]. Procedure: Phenyl N-(2-methylamino-6,7-dihydro-5H-cyclopenta[b]pyridin-3-yl)carbamate and 1-(3,5-dimethoxyphenyl)piperazine were reacted by the same way with the example 1 to obtain the titled compound. Starting materials: COc1cc2ncnc(Nc3cccc(Cl)c3F)c2cc1C=O, COCCN. Product: COCCNCc1cc2c(Nc3cccc(Cl)c3F)ncnc2cc1OC. RXN SMILES: [Cl:1][c:2]1[c:3]([F:23])[c:4]([NH:5][c:6]2[n:7][cH:8][n:9][c:10]3[cH:11][c:12]([O:18][CH3:19])[c:13]([CH:16]=[O:17])[cH:14][c:15]23)[cH:20][cH:21][cH:22]1.[NH2:24][CH2:25][CH2:26][O:27][CH3:28]>>[Cl:1][c:2]1[c:3]([F:23])[c:4]([NH:5][c:6]2[n:7][cH:8][n:9][c:10]3[cH:11][c:12]([O:18][CH3:19])[c:13]([CH2:16][NH:24][CH2:25][CH2:26][O:27][CH3:28])[cH:14][c:15]23)[cH:20][cH:21][cH:22]1. Starting materials: C(C1=CC=CC=C1)OC=1C=C(C=2OC3=C(C=CC=C3C(C2)=O)C(=O)OCC)C=CC1 (3'-Benzyloxy-8-ethoxycarbonylflavone), C(=O)[O-].[NH4+] (ammonium formate). Reagents/catalysts: [C].[Pd] (palladium-carbon). Run in CO (methanol). Yields the product OC=1C=C(C=2OC3=C(C=CC=C3C(C2)=O)C(=O)OCC)C=CC1 (3'-hydroxy-8-ethoxycarbonylflavone). Isolated yield 51.0%. As a reaction SMILES: C([O:8][C:9]1[CH:10]=[C:11]([CH:28]=[CH:29][CH:30]=1)[C:12]1[O:13][C:14]2[C:19]([C:20](=[O:22])[CH:21]=1)=[CH:18][CH:17]=[CH:16][C:15]=2[C:23]([O:25][CH2:26][CH3:27])=[O:24])C1C=CC=CC=1.C([O-])=O.[NH4+]>CO.[C].[Pd]>[OH:8][C:9]1[CH:10]=[C:11]([CH:28]=[CH:29][CH:30]=1)[C:12]1[O:13][C:14]2[C:19]([C:20](=[O:22])[CH:21]=1)=[CH:18][CH:17]=[CH:16][C:15]=2[C:23]([O:25][CH2:26][CH3:27])=[O:24] |f:1.2,4.5|. Procedure details: 3'-Benzyloxy-8-ethoxycarbonylflavone (1 eq.) was dissolved in methanol, followed by the addition of ammonium formate (8 eq.) and 10% wt/wt palladium-carbon. The resulting mixture was refluxed. Subsequent to the completion of the reaction, the catalyst was eliminated by hot filtration. The mother liquor was allowed to cool down to room temperature. The resulting crystals were collected by filtration, washed with water and then recrystallized from DMF-ethanol, whereby the title compound was obtain... The reactants are CC(C)(C)c1ccc(S(=O)(=O)Cl)cc1, CC(C)C(=O)Nc1cccc(C2CCN(CCC(N)c3ccccc3)CC2)c1. The product is CC(C)C(=O)Nc1cccc(C2CCN(CCC(NS(=O)(=O)c3ccc(C(C)(C)C)cc3)c3ccccc3)CC2)c1. Reaction SMILES: [C:1]([CH3:2])([CH3:3])([CH3:4])[c:5]1[cH:6][cH:7][c:8]([S:11](=[O:12])(=[O:13])[Cl:14])[cH:9][cH:10]1.[NH2:15][CH:16]([CH2:17][CH2:18][N:19]1[CH2:20][CH2:21][CH:22]([c:25]2[cH:26][c:27]([NH:31][C:32]([CH:33]([CH3:34])[CH3:35])=[O:36])[cH:28][cH:29][cH:30]2)[CH2:23][CH2:24]1)[c:37]1[cH:38][cH:39][cH:40][cH:41][cH:42]1>>[C:1]([CH3:2])([CH3:3])([CH3:4])[c:5]1[cH:6][cH:7][c:8]([S:11](=[O:12])(=[O:13])[NH:15][CH:16]([CH2:17][CH2:18][N:19]2[CH2:20][CH2:21][CH:22]([c:25]3[cH:26][c:27]([NH:31][C:32]([CH:33]([CH3:34])[CH3:35])=[O:36])[cH:28][cH:29][cH:30]3)[CH2:23][CH2:24]2)[c:37]2[cH:38][cH:39][cH:40][cH:41][cH:42]2)[cH:9][cH:10]1.